This data is from the Open Reaction Database (ORD), a public repository of structured organic reaction records. The task is: describe an organic reaction: reactants, conditions, products, and yield The reactants are CC(C)C1C(=O)NCCN1CC1CN(S(=O)(=O)c2ccc([N+](=O)[O-])s2)CCN1c1ncc(C(O)(C(F)(F)F)C(F)(F)F)cn1, CC(=O)O, [Fe], [Na+], O=C([O-])O. Yields the product CC(C)C1C(=O)NCCN1CC1CN(S(=O)(=O)c2ccc(N)s2)CCN1c1ncc(C(O)(C(F)(F)F)C(F)(F)F)cn1. Reaction SMILES: [CH3:1][CH:2]([CH3:3])[CH:4]1[C:5](=[O:44])[NH:6][CH2:7][CH2:8][N:9]1[CH2:10][CH:11]1[N:12]([c:28]2[n:29][cH:30][c:31]([C:34]([C:35]([F:36])([F:37])[F:38])([C:39]([F:40])([F:41])[F:42])[OH:43])[cH:32][n:33]2)[CH2:13][CH2:14][N:15]([S:17](=[O:18])(=[O:19])[c:20]2[s:21][c:22]([N+:25]([O-:26])=[O:27])[cH:23][cH:24]2)[CH2:16]1.[CH3:50][C:51](=[O:52])[OH:53].[Fe:54].[Na+:49].[O-:45][C:46]([OH:47])=[O:48]>>[CH3:1][CH:2]([CH3:3])[CH:4]1[C:5](=[O:44])[NH:6][CH2:7][CH2:8][N:9]1[CH2:10][CH:11]1[N:12]([c:28]2[n:29][cH:30][c:31]([C:34]([C:35]([F:36])([F:37])[F:38])([C:39]([F:40])([F:41])[F:42])[OH:43])[cH:32][n:33]2)[CH2:13][CH2:14][N:15]([S:17](=[O:18])(=[O:19])[c:20]2[s:21][c:22]([NH2:25])[cH:23][cH:24]2)[CH2:16]1. Starting materials: O=C(O)c1cc2c(cc1[N+](=O)[O-])OCO2, O=S(Cl)Cl. Yields the product O=C(Cl)c1cc2c(cc1[N+](=O)[O-])OCO2. As a reaction SMILES: [CH2:1]1[O:2][c:3]2[cH:4][c:5]([N+:13](=[O:14])[O-:15])[c:6]([C:7](=[O:8])[OH:9])[cH:10][c:11]2[O:12]1.[S:16]([Cl:17])([Cl:18])=[O:19]>>[CH2:1]1[O:2][c:3]2[cH:4][c:5]([N+:13](=[O:14])[O-:15])[c:6]([C:7](=[O:8])[Cl:18])[cH:10][c:11]2[O:12]1. The reactants are [Li+].[Br-] (LiBr), BrC1C(C=2NC3=CC=C(C=C3C2CC1)C#N)=O (2-Bromo-1-oxo-2,3,4,9-tetrahydro-1H-carbazole-6-carbonitrile), Li2CO3. Solvent: CN(C)C=O (DMF). Run at temperature 150 celsius. The product is OC=1C=CC=C2C=3C=C(C=CC3NC12)C#N (8-Hydroxy-9H-carbazole-3-carbonitrile). The yield is 38.4%. RXN SMILES: Br[CH:2]1[CH2:14][CH2:13][C:12]2[C:11]3[C:6](=[CH:7][CH:8]=[C:9]([C:15]#[N:16])[CH:10]=3)[NH:5][C:4]=2[C:3]1=[O:17].[Li+].[Br-]>CN(C=O)C>[OH:17][C:3]1[CH:2]=[CH:14][CH:13]=[C:12]2[C:4]=1[NH:5][C:6]1[CH:7]=[CH:8][C:9]([C:15]#[N:16])=[CH:10][C:11]2=1 |f:1.2|. Procedure: 2-Bromo-1-oxo-2,3,4,9-tetrahydro-1H-carbazole-6-carbonitrile (0.1 g, 0.5 mmol) was dissolved in DMF (5 mL) and LiBr (49 mg, 0.5 mmol) followed by Li2CO3 (42 mg, 0.5 mmol) were added. The reaction mixture was heated to 150° C. for 3 h, poured into ice cold water and extracted with EtOAc (3×30 mL). The combined organic extracts were concentrated under reduced pressure to obtain the crude compound which was purified by column chromatography [EtOAc-hexane (3:17) as eluant] to furnish the title compo... Starting materials: CCCCOC(=O)c1nc(N2CCC(NC(=O)OCc3ccccc3)C(OC)C2)oc1CC, CCOC(C)=O, CO. Product: CCCCOC(=O)c1nc(N2CCC(N)C(OC)C2)oc1CC. As a reaction SMILES: [CH2:1]([O:2][C:3](=[O:4])[NH:11][CH:12]1[CH:13]([O:32][CH3:33])[CH2:14][N:15]([c:18]2[o:19][c:20]([CH2:30][CH3:31])[c:21]([C:23](=[O:24])[O:25][CH2:26][CH2:27][CH2:28][CH3:29])[n:22]2)[CH2:16][CH2:17]1)[c:5]1[cH:6][cH:7][cH:8][cH:9][cH:10]1.[CH3:34][CH2:35][O:36][C:37](=[O:38])[CH3:39].[CH3:40][OH:41]>>[NH2:11][CH:12]1[CH:13]([O:32][CH3:33])[CH2:14][N:15]([c:18]2[o:19][c:20]([CH2:30][CH3:31])[c:21]([C:23](=[O:24])[O:25][CH2:26][CH2:27][CH2:28][CH3:29])[n:22]2)[CH2:16][CH2:17]1. Starting materials: CCOC(=O)c1cc(C)nn1-c1ccccc1, CCO, Cl, [Na+], [OH-]. Reaction SMILES: [CH3:1][c:2]1[n:3][n:4](-[c:12]2[cH:13][cH:14][cH:15][cH:16][cH:17]2)[c:5]([C:7](=[O:8])[O:9][CH2:10][CH3:11])[cH:6]1.[CH3:21][CH2:22][OH:23].[ClH:20].[Na+:19].[OH-:18]>>[CH3:1][c:2]1[n:3][n:4](-[c:12]2[cH:13][cH:14][cH:15][cH:16][cH:17]2)[c:5]([C:7](=[O:8])[OH:9])[cH:6]1. Yields the product Cc1cc(C(=O)O)n(-c2ccccc2)n1. The reactants are [Si](C)(C)(C(C)(C)C)OC[C@@H]1CO[C@@H](CN1C(=O)OC(C)(C)C)CCC1=C(C=CC=C1)NC([C@@H](NC(=O)OC)C(C1=CC=CC=C1)C1=CC=CC=C1)=O (tert-butyl (2R,5S)-5-({[tert-butyl(dimethyl)silyl]oxy}methyl)-2-[2-(2-{[N-(methoxycarbonyl)-β-phenyl-L-phenylalanyl]amino}phenyl)ethyl]morpholine-4-carboxylate), CCCC[N+](CCCC)(CCCC)CCCC.[F-] (TBAF). Run in CCOC(=O)C (EtOAc), [NH4+].[Cl-] (NH4Cl), C1CCOC1 (THF). Reaction conditions: time 2 hour. Product: OC[C@@H]1CO[C@@H](CN1C(=O)OC(C)(C)C)CCC1=C(C=CC=C1)NC([C@@H](NC(=O)OC)C(C1=CC=CC=C1)C1=CC=CC=C1)=O (tert-butyl (2R,5R)-5-(hydroxymethyl)-2-[2-(2-{[N-(methoxycarbonyl)-β-phenyl-L-phenylalanyl]amino}phenyl)ethyl]morpholine-4-carboxylate). RXN SMILES: [Si]([O:8][CH2:9][C@H:10]1[N:15]([C:16]([O:18][C:19]([CH3:22])([CH3:21])[CH3:20])=[O:17])[CH2:14][C@@H:13]([CH2:23][CH2:24][C:25]2[CH:30]=[CH:29][CH:28]=[CH:27][C:26]=2[NH:31][C:32](=[O:52])[C@H:33]([CH:39]([C:46]2[CH:51]=[CH:50][CH:49]=[CH:48][CH:47]=2)[C:40]2[CH:45]=[CH:44][CH:43]=[CH:42][CH:41]=2)[NH:34][C:35]([O:37][CH3:38])=[O:36])[O:12][CH2:11]1)(C(C)(C)C)(C)C.CCCC[N+](CCCC)(CCCC)CCCC.[F-]>C1COCC1.CCOC(C)=O.[NH4+].[Cl-]>[OH:8][CH2:9][C@H:10]1[N:15]([C:16]([O:18][C:19]([CH3:21])([CH3:22])[CH3:20])=[O:17])[CH2:14][C@@H:13]([CH2:23][CH2:24][C:25]2[CH:30]=[CH:29][CH:28]=[CH:27][C:26]=2[NH:31][C:32](=[O:52])[C@H:33]([CH:39]([C:46]2[CH:51]=[CH:50][CH:49]=[CH:48][CH:47]=2)[C:40]2[CH:45]=[CH:44][CH:43]=[CH:42][CH:41]=2)[NH:34][C:35]([O:37][CH3:38])=[O:36])[O:12][CH2:11]1 |f:1.2,5.6|. Procedure details: To tert-butyl (2R,5S)-5-({[tert-butyl(dimethyl)silyl]oxy}methyl)-2-[2-(2-{[N-(methoxycarbonyl)-β-phenyl-L-phenylalanyl]amino}phenyl)ethyl]morpholine-4-carboxylate in THF (0.1 M) at rt was added TBAF (1M in THF) (4 eq.). The mixture was stirred at rt for 2 hrs, diluted with EtOAc and saturated aqueous NH4Cl and the aqueous layer was extracted with EtOAc. The combined organic layers were washed with brine, dried over Na2SO4, filtered and concentrated. The crude product was purified by automated Si... The reactants are CCCNCC, CC#CCOc1ncnc(Cl)c1F, CCO. The product is CC#CCOc1ncnc(N(CC)CCC)c1F. As a reaction SMILES: [CH2:14]([CH3:15])[NH:16][CH2:17][CH2:18][CH3:19].[CH2:1]([C:2]#[C:3][CH3:4])[O:5][c:6]1[n:7][cH:8][n:9][c:10]([Cl:13])[c:11]1[F:12].[CH3:20][CH2:21][OH:22]>>[CH2:1]([C:2]#[C:3][CH3:4])[O:5][c:6]1[n:7][cH:8][n:9][c:10]([N:16]([CH2:14][CH3:15])[CH2:17][CH2:18][CH3:19])[c:11]1[F:12]. The reactants are CC#N, Cc1cc(Cl)nc(Cl)n1, N#C[K]. The product is Cc1cc(C#N)nc(Cl)n1. Reaction SMILES: [CH3:13][C:14]#[N:15].[Cl:1][c:2]1[n:3][c:4]([CH3:9])[cH:5][c:6]([Cl:8])[n:7]1.[K:10][C:11]#[N:12]>>[Cl:1][c:2]1[n:3][c:4]([CH3:9])[cH:5][c:6]([C:11]#[N:12])[n:7]1.